From a dataset of the Open Reaction Database (ORD), a public repository of structured organic reaction records. describe an organic reaction: reactants, conditions, products, and yield Starting materials: [Cl-], [Cl-], [Zn+2], NC(=O)C(=CC(=O)O)c1cccc2cc3ccccc3cc12, c1ccccc1. Yields the product O=C1C=C(c2cccc3cc4ccccc4cc23)C(=O)N1. Reaction SMILES: [Cl-:29].[Cl-:31].[Zn+2:30].[c:1]1([C:15](=[CH:16][C:17](=[O:18])[OH:19])[C:20](=[O:21])[NH2:22])[cH:2][cH:3][cH:4][c:5]2[cH:6][c:7]3[cH:8][cH:9][cH:10][cH:11][c:12]3[cH:13][c:14]12.[cH:23]1[cH:24][cH:25][cH:26][cH:27][cH:28]1>>[c:1]1([C:15]2=[CH:16][C:17](=[O:18])[NH:22][C:20]2=[O:21])[cH:2][cH:3][cH:4][c:5]2[cH:6][c:7]3[cH:8][cH:9][cH:10][cH:11][c:12]3[cH:13][c:14]12. Yields the product Cc1nc(-c2ccccc2)oc1CCO. Starting materials: C1CCOC1, CCOC(=O)Cc1oc(-c2ccccc2)nc1C, Cl. Reaction SMILES: [CH2:20]1[O:21][CH2:22][CH2:23][CH2:24]1.[CH3:1][c:2]1[n:3][c:4](-[c:13]2[cH:14][cH:15][cH:16][cH:17][cH:18]2)[o:5][c:6]1[CH2:7][C:8](=[O:9])[O:10][CH2:11][CH3:12].[ClH:19]>>[CH3:1][c:2]1[n:3][c:4](-[c:13]2[cH:14][cH:15][cH:16][cH:17][cH:18]2)[o:5][c:6]1[CH2:7][CH2:8][OH:9]. The reactants are C(C)(C)C1=CC=C(C=C1)C1=NC(NC2=CC=C(C=C12)OCC#C)=O (4-(4-isopropyl-phenyl)-6-prop-2-ynyloxy-1H-quinazolin-2-one), C1(=C(C(=CC(=C1)C)C)C1OC1)C (mesityl oxirane), C([O-])([O-])=O.[K+].[K+] (potassium carbonate). The reagents and catalysts are [Cl-].C(C1=CC=CC=C1)[N+](CC)(CC)CC (benzyltriethylammonium chloride). Solvent: O1CCOCC1 (dioxane). The product is OC(CN1C(N=C(C2=CC(=CC=C12)OCC#C)C1=CC=C(C=C1)C(C)C)=O)C1=C(C=C(C=C1C)C)C (1-[2-Hydroxy-2-(2,4,6-trimethyl-phenyl)-ethyl]-4-(4-isopropyl-phenyl)-6-prop-2-ynyloxy-1H-quinazolin-2-one). As a reaction SMILES: [CH:1]([C:4]1[CH:9]=[CH:8][C:7]([C:10]2[C:19]3[C:14](=[CH:15][CH:16]=[C:17]([O:20][CH2:21][C:22]#[CH:23])[CH:18]=3)[NH:13][C:12](=[O:24])[N:11]=2)=[CH:6][CH:5]=1)([CH3:3])[CH3:2].[C:25]1([CH3:36])[CH:30]=[C:29]([CH3:31])[CH:28]=[C:27]([CH3:32])[C:26]=1[CH:33]1[CH2:35][O:34]1.C(=O)([O-])[O-].[K+].[K+]>[Cl-].C([N+](CC)(CC)CC)C1C=CC=CC=1.O1CCOCC1>[OH:34][CH:33]([C:26]1[C:27]([CH3:32])=[CH:28][C:29]([CH3:31])=[CH:30][C:25]=1[CH3:36])[CH2:35][N:13]1[C:14]2[C:19](=[CH:18][C:17]([O:20][CH2:21][C:22]#[CH:23])=[CH:16][CH:15]=2)[C:10]([C:7]2[CH:6]=[CH:5][C:4]([CH:1]([CH3:3])[CH3:2])=[CH:9][CH:8]=2)=[N:11][C:12]1=[O:24] |f:2.3.4,5.6|. Reported procedure: A mixture of 0.5 g (1.57 mmol) 4-(4-isopropyl-phenyl)-6-prop-2-ynyloxy-1H-quinazolin-2-one, 0.254 g (1.57 mmol) mesityl oxirane, 35.7 mg (0.157 mmol) benzyltriethylammonium chloride and 21.7 mg (0.157 mmol) potassium carbonate is stirred in 1 ml dioxane at 90° C. for 6 days. The reaction mixture is extracted with water/dichloromethane and, after evaporation of the organic phases, the residue is purified by preparative reversed phase HPLC. Reaction conditions: time 2 hour. Starting materials: COC([C@@H](NC([C@H](CC1=C(C=CC=C1)C)CSC(C)=O)=O)CCSC)=O (N-[2(S)-acetylthiomethyl-3-(2-methylphenyl)propionyl]-(S)-methionine methyl ester), [OH-].[Na+] (NaOH). Procedure details: To N-[2(S)-acetylthiomethyl-3-(2-methylphenyl)propionyl]-(S)-methionine methyl ester (0.60 g, 1.5 mmol) in degassed MeOH (15 ml) add 1.0N NaOH (degassed) (5.0 ml). After 2 hr., concentrate in vacuo to 5 ml., add 5.0 ml 1.0N HCl, and separate the gum. Dissolve this in EtOAc, dry and concentrate to obtain the title compound, m.p. 116°-117°, [α]D26 =+13.0° (EtOH). Yields the product SC[C@H](C(=O)N[C@@H](CCSC)C(=O)O)CC1=C(C=CC=C1)C (N[2(S)-MERCAPTOMETHYL-3-(2-METHYLPHENYL)PROPIONYL]-(S)-METHIONINE). Solvent: CO (MeOH). RXN SMILES: C[O:2][C:3](=[O:26])[C@H:4]([CH2:22][CH2:23][S:24][CH3:25])[NH:5][C:6](=[O:21])[C@@H:7]([CH2:16][S:17]C(=O)C)[CH2:8][C:9]1[CH:14]=[CH:13][CH:12]=[CH:11][C:10]=1[CH3:15].[OH-].[Na+]>CO>[SH:17][CH2:16][C@@H:7]([CH2:8][C:9]1[CH:14]=[CH:13][CH:12]=[CH:11][C:10]=1[CH3:15])[C:6]([NH:5][C@H:4]([C:3]([OH:26])=[O:2])[CH2:22][CH2:23][S:24][CH3:25])=[O:21] |f:1.2|. The reactants are 35.8, FC1=C(C=CC=C1)C1(CCN(CC1)S(=O)(=O)C1=CC=C(C=C1)C)C#N (4-(2-fluorophenyl)-1-(4-methylphenylsulfonyl)-4-piperidinecarbonitrile), S(O)(O)(=O)=O (sulfuric acid), [OH-].[NH4+] (ammonium hydroxide), C(C)O (ethanol). Conditions: temperature 150 celsius, time 4 hour. Product: 17.2, FC1=C(C=CC=C1)C1(CCNCC1)C(=O)OCC (ethyl 4-(2-fluorophenyl)-4-piperidinecarboxylate). Isolated yield 68.4%. Reaction SMILES: [F:1][C:2]1[CH:7]=[CH:6][CH:5]=[CH:4][C:3]=1[C:8]1([C:24]#N)[CH2:13][CH2:12][N:11](S(C2C=CC(C)=CC=2)(=O)=O)[CH2:10][CH2:9]1.S(=O)(=O)(O)O.[OH-:31].[NH4+].[CH2:33]([OH:35])[CH3:34]>>[F:1][C:2]1[CH:7]=[CH:6][CH:5]=[CH:4][C:3]=1[C:8]1([C:24]([O:35][CH2:33][CH3:34])=[O:31])[CH2:9][CH2:10][NH:11][CH2:12][CH2:13]1 |f:2.3|. Procedure: A mixture of 35.8 parts of 4-(2-fluorophenyl)-1-(4-methylphenylsulfonyl)-4-piperidinecarbonitrile and 50 parts of a sulfuric acid solution 75% is stirred for 4 hours at about 150° C. 192 Parts of ethanol are added dropwise. Upon completion, stirring is continued for 5 hours at reflux temperature. The reaction mixture is cooled and poured onto crushed ice. The whole is alkalized with ammonium hydroxide and the product is extracted with dichloromethane. The extract is dried, filtered and evaporate...